Dataset: the Open Reaction Database (ORD), a public repository of structured organic reaction records. Task: describe an organic reaction: reactants, conditions, products, and yield The reactants are COC=1C=C2CCCC(C2=CC1)=O (6-methoxy-3,4-dihydro-1(2H)-naphthalenone), ICCCC (iodobutane), C(C)(C)[N-]C(C)C.[Li+] (lithium diisopropylamide), solution. The solvent is O1CCCC1 (tetrahydrofuran), O1CCCC1 (THF). Run at temperature -78 celsius. The product is C(CCC)C1C(C2=CC=C(C=C2CC1)OC)=O (2-butyl-6-methoxy-3,4-dihydro-1(2H)-naphthalenone). Reaction SMILES: [CH3:1][O:2][C:3]1[CH:4]=[C:5]2[C:10](=[CH:11][CH:12]=1)[C:9](=[O:13])[CH2:8][CH2:7][CH2:6]2.C([N-]C(C)C)(C)C.[Li+].I[CH2:23][CH2:24][CH2:25][CH3:26]>O1CCCC1>[CH2:23]([CH:8]1[CH2:7][CH2:6][C:5]2[C:10](=[CH:11][CH:12]=[C:3]([O:2][CH3:1])[CH:4]=2)[C:9]1=[O:13])[CH2:24][CH2:25][CH3:26] |f:1.2|. Procedure: A solution of 6-methoxy-3,4-dihydro-1(2H)-naphthalenone (5.29 g, 30 mmol) in anhydrous tetrahydrofuran (THF, 150 mL) was placed under a N2 atmosphere, cooled in an ice bath, stirred, and treated with lithium diisopropylamide (90 mL of a 0.4M solution in THF, 36 mmol) dropwise over 13 minutes. The mixture was stirred at 0-5° C. for 30 minutes, then cooled in a dry ice-acetone bath to −78° C. and treated all at once with iodobutane (17.04 mL, 150 mmol). The resulting mixture was allowed to slowly ... The reactants are O=C(O)CCC1CCN(C(=O)c2ccccc2)CC1, Clc1ccccc1, S=C=S. Yields the product O=C(CCC1CCN(C(=O)c2ccccc2)CC1)c1ccc(Cl)cc1. As a reaction SMILES: [C:8]([c:9]1[cH:10][cH:11][cH:12][cH:13][cH:14]1)(=[O:15])[N:16]1[CH2:17][CH2:18][CH:19]([CH2:22][CH2:23][C:24](=[O:25])[OH:26])[CH2:20][CH2:21]1.[Cl:1][c:2]1[cH:3][cH:4][cH:5][cH:6][cH:7]1.[S:27]=[C:28]=[S:29]>>[Cl:1][c:2]1[cH:3][cH:4][c:5]([C:24]([CH2:23][CH2:22][CH:19]2[CH2:18][CH2:17][N:16]([C:8]([c:9]3[cH:10][cH:11][cH:12][cH:13][cH:14]3)=[O:15])[CH2:21][CH2:20]2)=[O:25])[cH:6][cH:7]1. Starting materials: CCN(C(C)C)C(C)C, Clc1ccc(C(c2ccccc2)N2CCNCC2)cc1, O=S(=O)(CCCCCCl)NCCO. Yields the product O=S(=O)(CCCCCN1CCN(C(c2ccccc2)c2ccc(Cl)cc2)CC1)NCCO. RXN SMILES: [CH2:34]([N:35]([CH:36]([CH3:37])[CH3:38])[CH:39]([CH3:40])[CH3:41])[CH3:42].[Cl:1][c:2]1[cH:3][cH:4][c:5]([CH:8]([N:9]2[CH2:10][CH2:11][NH:12][CH2:13][CH2:14]2)[c:15]2[cH:16][cH:17][cH:18][cH:19][cH:20]2)[cH:6][cH:7]1.[OH:21][CH2:22][CH2:23][NH:24][S:25](=[O:26])(=[O:27])[CH2:28][CH2:29][CH2:30][CH2:31][CH2:32][Cl:33]>>[Cl:1][c:2]1[cH:3][cH:4][c:5]([CH:8]([N:9]2[CH2:10][CH2:11][N:12]([CH2:32][CH2:31][CH2:30][CH2:29][CH2:28][S:25]([NH:24][CH2:23][CH2:22][OH:21])(=[O:26])=[O:27])[CH2:13][CH2:14]2)[c:15]2[cH:16][cH:17][cH:18][cH:19][cH:20]2)[cH:6][cH:7]1. Starting materials: N=1SC=C2C1C=CC=C2 (benzo[c]isothiazole), ClS(=O)(=O)O (chlorosulfonic acid). Reaction conditions: time 0.5 hour. The product is N=1SC=C2C1C(=CC=C2)S(=O)(=O)Cl (benzo[c]isothiazole-7-sulfonyl chloride). Isolated yield 15.6%. Reaction SMILES: [N:1]1[S:2][CH:3]=[C:4]2[CH:9]=[CH:8][CH:7]=[CH:6][C:5]=12.[Cl:10][S:11](O)(=[O:13])=[O:12]>>[N:1]1[S:2][CH:3]=[C:4]2[CH:9]=[CH:8][CH:7]=[C:6]([S:11]([Cl:10])(=[O:13])=[O:12])[C:5]=12. Reported procedure: Benzo[c]isothiazole 24B (1 g, 7.45 mmol) was added dropwise to chlorosulfonic acid (5.5 mmol) at 0° C. After the addition was complete, the mixture was stirred at room temperature for 0.5 h and then heated at 105° C. and stirred overnight. The resulting mixture was cooled to −10° C. and quenched by pouring on crushed ice slowly. The resulting mixture was extracted with EtOAc (100 mL×2). The combined organic phase was washed with brine, dried over anhy. Na2SO4 and concentrated in vacuo. Column ch...